This data is from the Open Reaction Database (ORD), a public repository of structured organic reaction records. The task is: describe an organic reaction: reactants, conditions, products, and yield Reactants: [N+](=O)([O-])C1=C(C=CC(=C1)[N+](=O)[O-])NN (2,4-dinitrophenyl hydrazine), O.C1(=CC=C(C=C1)S(=O)(=O)O)C (p-toluenesulfonic acid monohydrate), C(C1=CC=CC=C1)=NC(C(=O)OCC(Cl)(Cl)Cl)P(=O)(OCC)OCC (trichloroethyl N-benzylidene-α-amino-diethylphosphonoacetate), C(Cl)(Cl)Cl (chloroform). The solvent is C(C)O (ethanol). Run at time 45 minute. Yields the product NC(C(=O)OCC(Cl)(Cl)Cl)P(=O)(OCC)OCC (trichloroethyl α-amino-diethylphosphonoacetate). Reaction SMILES: [N+](C1C=C([N+]([O-])=O)C=CC=1NN)([O-])=O.O.C1(C)C=CC(S(O)(=O)=O)=CC=1.C(=[N:34][CH:35]([P:44]([O:49][CH2:50][CH3:51])([O:46][CH2:47][CH3:48])=[O:45])[C:36]([O:38][CH2:39][C:40]([Cl:43])([Cl:42])[Cl:41])=[O:37])C1C=CC=CC=1.C(Cl)(Cl)Cl>C(O)C>[NH2:34][CH:35]([P:44]([O:46][CH2:47][CH3:48])([O:49][CH2:50][CH3:51])=[O:45])[C:36]([O:38][CH2:39][C:40]([Cl:42])([Cl:43])[Cl:41])=[O:37] |f:1.2|. Reported procedure: A mixture of 2,4-dinitrophenyl hydrazine (1.875 g., 9.47 mMol) and p-toluenesulfonic acid monohydrate (1.800 g., 9.47 mMol) in ethanol (200 ml.) is stirred at room temperature for 45 minutes. To the resulting orange suspension is added trichloroethyl N-benzylidene-α-amino-diethylphosphonoacetate (3.881 g., 9.02 mMol) in a small volume of chloroform. The mixture is stirred for 30 minutes at room temperature, then filtered to remove benzaldehyde 2,4-dinitrophenyl hydrazone. The filtrate is evapora... Starting materials: NC(NCCOC)=NC=1SC=C(N1)C1=CC(=CC=C1)CNC(CNC(=O)OC(C)(C)C)=O (2-[[(amino)(2-methoxyethylamino)methylene]amino]-4-(3-t-butoxycarbonylaminoacetylaminomethylphenyl)thiazole), Cl.O1CCOCC1 (hydrogen chloride dioxane). Solvent: CO (methanol). The product is NC(NCCOC)=NC=1SC=C(N1)C1=CC(=CC=C1)CNC(CN)=O (2-[[(amino)(2-methoxyethylamino)methylene]amino]-4-(3-aminoacetylaminomethylphenyl)thiazole). Yield: 63.8%. RXN SMILES: [NH2:1][C:2](=[N:8][C:9]1[S:10][CH:11]=[C:12]([C:14]2[CH:19]=[CH:18][CH:17]=[C:16]([CH2:20][NH:21][C:22](=[O:32])[CH2:23][NH:24]C(OC(C)(C)C)=O)[CH:15]=2)[N:13]=1)[NH:3][CH2:4][CH2:5][O:6][CH3:7].Cl.O1CCOCC1>CO>[NH2:1][C:2](=[N:8][C:9]1[S:10][CH:11]=[C:12]([C:14]2[CH:19]=[CH:18][CH:17]=[C:16]([CH2:20][NH:21][C:22](=[O:32])[CH2:23][NH2:24])[CH:15]=2)[N:13]=1)[NH:3][CH2:4][CH2:5][O:6][CH3:7] |f:1.2|. Reported procedure: A solution of 2-[[(amino)(2-methoxyethylamino)methylene]amino]-4-(3-t-butoxycarbonylaminoacetylaminomethylphenyl)thiazole (1.6 g) and 4N-hydrogen chloride/dioxane (10 ml) in methanol (10 ml) was stirred at room temperature for 2.5 hours. The resulting precipitate was collected by filtration and then dissolved in water (50 ml). The mixture was alkalized to pH 10 with a 30% aqueous potassium carbonate solution. The resulting precipitate was collected by filtration. Recrystallization from a mixture...